This data is from the Open Reaction Database (ORD), a public repository of structured organic reaction records. The task is: describe an organic reaction: reactants, conditions, products, and yield Starting materials: C(#C)C=1C=C(C=CC1)C1=C(C=CC(=C1)S(=O)(=O)[O-])C (3-ethynylphenyl(p-toluenesulfonate)), [OH-].[K+] (potassium hydroxide), [N+](=O)([O-])C1=CC=C(C=C1)C(=O)C(=O)C1=CC=CC=C1 (4-nitrobenzil), [OH-].[Na+] (sodium hydroxide). The solvent is CO (methanol), CO (methanol), CS(=O)C (dimethylsulfoxide), ice water, CS(=O)C (dimethylsulfoxide). Reaction conditions: temperature 90 celsius. Yields the product C(#C)C=1C=C(OC2=CC=C(C=C2)C(=O)C(=O)C2=CC=CC=C2)C=CC1 (4-(3-ethynylphenoxy)benzil). Isolated yield 64.6%. As a reaction SMILES: [C:1]([C:3]1[CH:4]=[C:5](C2C=C(S([O-])(=O)=O)C=CC=2C)[CH:6]=[CH:7][CH:8]=1)#[CH:2].[OH-:20].[K+].[N+]([C:25]1[CH:30]=[CH:29][C:28]([C:31]([C:33]([C:35]2[CH:40]=[CH:39][CH:38]=[CH:37][CH:36]=2)=[O:34])=[O:32])=[CH:27][CH:26]=1)([O-])=O.[OH-].[Na+]>CS(C)=O.CO>[C:1]([C:3]1[CH:4]=[C:5]([CH:6]=[CH:7][CH:8]=1)[O:20][C:25]1[CH:30]=[CH:29][C:28]([C:31]([C:33]([C:35]2[CH:40]=[CH:39][CH:38]=[CH:37][CH:36]=2)=[O:34])=[O:32])=[CH:27][CH:26]=1)#[CH:2] |f:1.2,4.5|. Procedure: To 100 ml of anhydrous methanol was added 20 g (0.073 mole) of 3-ethynylphenyl(p-toluenesulfonate) and 8.19 g (0.146 mole) of potassium hydroxide. The mixture was heated to reflux under a nitrogen atmosphere and maintained at reflux for 4 hours. A distillation apparatus was attached to the flask, and methanol was distilled from the flask until the residue approached dryness. Then, 400 ml of anhydrous benzene was added, and distillation was continued until 200 ml of benzene was removed. The react... The reactants are CC1(OC2=CC(=CC=C2[C@@H](C1)NC(NC1=C2C=C(N=CC2=CC=C1)NC(C)=O)=O)C(F)(F)F)C ((R)—N-(5-(3-(2,2-dimethyl-7-(trifluoromethyl)chroman-4-yl)ureido)isoquinolin-3-yl)acetamide), [OH-].[Na+] (NaOH). The solvent is CO (MeOH), O (H2O). Product: NC=1N=CC2=CC=CC(=C2C1)NC(=O)N[C@@H]1CC(OC2=CC(=CC=C12)C(F)(F)F)(C)C (N-(3-aminoisoquinolin-5-yl)-N′-[(4R)-2,2-dimethyl-7-(trifluoromethyl)-3,4-dihydro-2H-chromen-4-yl]urea). Yield: 51.7%. RXN SMILES: [CH3:1][C:2]1([CH3:34])[CH2:11][C@@H:10]([NH:12][C:13](=[O:29])[NH:14][C:15]2[CH:24]=[CH:23][CH:22]=[C:21]3[C:16]=2[CH:17]=[C:18]([NH:25]C(=O)C)[N:19]=[CH:20]3)[C:9]2[C:4](=[CH:5][C:6]([C:30]([F:33])([F:32])[F:31])=[CH:7][CH:8]=2)[O:3]1.[OH-].[Na+]>CO.O>[NH2:25][C:18]1[N:19]=[CH:20][C:21]2[C:16]([CH:17]=1)=[C:15]([NH:14][C:13]([NH:12][C@H:10]1[C:9]3[C:4](=[CH:5][C:6]([C:30]([F:33])([F:31])[F:32])=[CH:7][CH:8]=3)[O:3][C:2]([CH3:34])([CH3:1])[CH2:11]1)=[O:29])[CH:24]=[CH:23][CH:22]=2 |f:1.2|. Procedure: A mixture of Example 90D (505 mg, 1.07 mmol) and NaOH (428 mg, 10.7 mmol) in MeOH (10 mL) and H2O (3.5 mL) was heated to 85° C. After 24 h the reaction mixture was cooled to ambient temperature. The precipitate was collected by vacuum filtration, washed with minimal MeOH and then water, and dried in the vacuum oven at 50° C. for 4 h to provide the title compound (238 mg, 0.553 mmol, 52% yield) as a yellow solid. 1H NMR (300 MHz, DMSO-d6) δ 8.79 (s, 1H), 8.35 (s, 1H), 7.89 (d, J=7.4 Hz, 1H), 7.52... Reactants: C([O-])([O-])=O.[K+].[K+] (potassium carbonate), COC=1C=C2C(C(NC2=CC1OC)=O)=O (5,6-dimethoxy-1H-indole-2,3-dione), BrCCCl (2-Bromo-1-chloroethane). Run in CN(C)C=O (DMF). Conditions: temperature 70 celsius. Yields the product ClCCN1C(C(C2=CC(=C(C=C12)OC)OC)=O)=O (1-(2-chloroethyl)-5,6-dimethoxy-1H-indole-2,3-dione). Reaction SMILES: C(=O)([O-])[O-].[K+].[K+].[CH3:7][O:8][C:9]1[CH:10]=[C:11]2[C:15](=[CH:16][C:17]=1[O:18][CH3:19])[NH:14][C:13](=[O:20])[C:12]2=[O:21].Br[CH2:23][CH2:24][Cl:25]>CN(C=O)C>[Cl:25][CH2:24][CH2:23][N:14]1[C:15]2[C:11](=[CH:10][C:9]([O:8][CH3:7])=[C:17]([O:18][CH3:19])[CH:16]=2)[C:12](=[O:21])[C:13]1=[O:20] |f:0.1.2|. Procedure: Anhydrous potassium carbonate (2.44 g) was added to a solution of 5,6-dimethoxy-1H-indole-2,3-dione (1.2 g) in dry DMF (5 ml). 2-Bromo-1-chloroethane (4.1 g) was added and the mixture was heated at 70° C. for 2 hours. The mixture was evaporated to dryness under reduced pressure and the residue was purified by flash chromatography on silica gel. The 1-(2-chloroethyl)-5,6-dimethoxy-1H-indole-2,3-dione thus obtained was dissolved in dry DMF (5 ml) and anhydrous potassium carbonate (2.44 g), potassi... Starting materials: Intermediate 20, BrC=1C=C(C=CC1C)S(=O)(=O)NC (3-bromo-N,4-dimethylbenzenesulfonamide), C(C)(C)(C)OC(COC1=C(C=C(C=C1)Cl)C#C)=O (tert-butyl(4-chloro-2-ethynylphenoxy)acetate), C(C)(C)(C)OC(COC1=C(C=C(C=C1)Cl)C#C)=O (tert-butyl(4-chloro-2-ethynylphenoxy)acetate). Product: C(C)(C)(C)OC(COC1=C(C=C(C=C1)Cl)C#CC1=C(C=CC(=C1)S(=O)(=O)NC)C)=O (tert-butyl[4-chloro-2-({2-methyl-5-[(methylamino)sulfonyl]phenyl}ethynyl)phenoxy]acetate). Reaction SMILES: [C:1]([O:5][C:6](=[O:18])[CH2:7][O:8][C:9]1[CH:14]=[CH:13][C:12]([Cl:15])=[CH:11][C:10]=1[C:16]#[CH:17])([CH3:4])([CH3:3])[CH3:2].Br[C:20]1[CH:21]=[C:22]([S:27]([NH:30][CH3:31])(=[O:29])=[O:28])[CH:23]=[CH:24][C:25]=1[CH3:26]>>[C:1]([O:5][C:6](=[O:18])[CH2:7][O:8][C:9]1[CH:14]=[CH:13][C:12]([Cl:15])=[CH:11][C:10]=1[C:16]#[C:17][C:20]1[CH:21]=[C:22]([S:27]([NH:30][CH3:31])(=[O:28])=[O:29])[CH:23]=[CH:24][C:25]=1[CH3:26])([CH3:4])([CH3:3])[CH3:2]. Reported procedure: Following the general method as outlined in Intermediate 20, starting from (4-chloro-2-ethynyl-phenoxy)-acetic acid tert-butyl ester (Intermediate 3) and 3-bromo-N,4-dimethylbenzenesulfonamide (Combiblocks), the title compound was obtained as an orange sticky solid after purification by flash column chromatography (silica), eluting with cyclohexane containing increasing amounts of EtOAc. The reactants are N[C@@H]([C@@H](C)CC)C(=O)O (L-Isoleucine), Cl (HCl), N(=O)[O-].[Na+] (sodium nitrite), C(=O)([O-])[O-].[Na+].[Na+] (Na2CO3). The product is Cl[C@H](C(=O)O)[C@H](CC)C ((2S,3S)-2-chloro-3-methyl valeric acid). Isolated yield 70.0%. As a reaction SMILES: N[C@H:2]([C:7]([OH:9])=[O:8])[C@H:3]([CH2:5][CH3:6])[CH3:4].N([O-])=O.[Na+].C([O-])([O-])=O.[Na+].[Na+].[ClH:20]>>[Cl:20][C@@H:2]([C@@H:3]([CH3:4])[CH2:5][CH3:6])[C:7]([OH:9])=[O:8] |f:1.2,3.4.5|. Procedure details: To a cooled (0° C.) solution of L-Isoleucine (40 g) dissolved in HCl (5N, 750 ml) was added dropwise a solution of sodium nitrite (35 g in 100 ml water). The reaction was stirred overnight at room temperature (˜23° C.), Na2CO3 (31 g) slowly added and the reaction mixture extracted with EtOAc (3×150 ml). The combined organic extracts washed with water, half saturated brine, dried over MgSO4, filtered and concentrated. The product a yellowish oil was distilled under reduced pressure (5 torr, bp=11... The reactants are FC=1C=C2C(NC(C2=CC1F)=O)=N (5,6-difluoro-2,3-dihydro-3-imino-1H-isoindol-1-one), Cl.Cl.NC(C(=O)NC1(CCN(CC1)C)C#N)CC1CCCCC1 (2-amino-N-(4-cyano-1-methyl-piperidin-4-yl)-3-cyclohexyl-propionamide bis hydrochloride salt). The product is C(#N)C1(CCN(CC1)C)NC(C(CC1CCCCC1)NC1=NC(C2=CC(=C(C=C12)F)F)=O)=O (N-(4-cyano-1-methyl-piperidin-4-yl)-3-cyclohexyl-2-(5,6-difluoro-3-oxo-3H-isoindol-1-ylamino) propionamide). RXN SMILES: [F:1][C:2]1[CH:3]=[C:4]2[C:8](=[CH:9][C:10]=1[F:11])[C:7](=[O:12])[NH:6][C:5]2=[NH:13].Cl.Cl.N[CH:17]([CH2:30][CH:31]1[CH2:36][CH2:35][CH2:34][CH2:33][CH2:32]1)[C:18]([NH:20][C:21]1([C:28]#[N:29])[CH2:26][CH2:25][N:24]([CH3:27])[CH2:23][CH2:22]1)=[O:19]>>[C:28]([C:21]1([NH:20][C:18](=[O:19])[CH:17]([NH:13][C:5]2[C:4]3[C:8](=[CH:9][C:10]([F:11])=[C:2]([F:1])[CH:3]=3)[C:7](=[O:12])[N:6]=2)[CH2:30][CH:31]2[CH2:36][CH2:35][CH2:34][CH2:33][CH2:32]2)[CH2:26][CH2:25][N:24]([CH3:27])[CH2:23][CH2:22]1)#[N:29] |f:1.2.3|. Reported procedure: The title compound was prepared from 5,6-difluoro-2,3-dihydro-3-imino-1H-isoindol-1-one and 2-amino-N-(4-cyano-1-methyl-piperidin-4-yl)-3-cyclohexyl-propionamide bis hydrochloride salt according to the procedure from Example 15. MS, m/z 458.3=M+1.